describe an organic reaction: reactants, conditions, products, and yield From a dataset of the Open Reaction Database (ORD), a public repository of structured organic reaction records. The reactants are CC=1C=C(C=C(C1O)C)S(=O)(=O)Cl (3,5-dimethyl-4-hydroxybenzenesulphonic acid chloride), Cl.NNC(=O)N (semicarbazide hydrochloride), [OH-].[Na+] (sodium hydroxide). Run in CC(=O)N(C)C (dimethylacetamide). Conditions: temperature 0 celsius. Yields the product CC=1C=C(C=C(C1O)C)S(=O)(=O)NNC(=O)N (3,5-Dimethyl-4-hydroxybenzenesulphonylsemicarbazide). As a reaction SMILES: [CH3:1][C:2]1[CH:3]=[C:4]([S:10](Cl)(=[O:12])=[O:11])[CH:5]=[C:6]([CH3:9])[C:7]=1[OH:8].Cl.[NH2:15][NH:16][C:17]([NH2:19])=[O:18].[OH-].[Na+]>CC(N(C)C)=O>[CH3:1][C:2]1[CH:3]=[C:4]([S:10]([NH:15][NH:16][C:17]([NH2:19])=[O:18])(=[O:12])=[O:11])[CH:5]=[C:6]([CH3:9])[C:7]=1[OH:8] |f:1.2,3.4|. Reported procedure: 11 g (0.05 mol) of 3,5-dimethyl-4-hydroxybenzenesulphonic acid chloride and 6 g (0.05mol) of semicarbazide hydrochloride are first introduced into 50 ml of dimethylacetamide. 10 ml of 10 N sodium hydroxide solution are added dropwise to this white suspension over the course of 15 minutes at 40° C., whilst stirring. Since the reaction is exothermic, slight cooling must be applied. The mixture is then stirred for a further 4 hours at 40° C. After cooling to 0° C., the sodium chloride which has pre... The reactants are Cc1cccc(C)c1N(CC(C)OS(C)(=O)=O)S(C)(=O)=O, CO, N, O. Product: Cc1cccc(C)c1N(CC(C)N)S(C)(=O)=O. Reaction SMILES: [CH3:1][c:2]1[c:3]([N:9]([S:10](=[O:11])(=[O:12])[CH3:13])[CH2:14][CH:15]([CH3:16])[O:17][S:18]([CH3:19])(=[O:20])=[O:21])[c:4]([CH3:8])[cH:5][cH:6][cH:7]1.[CH3:24][OH:25].[NH3:22].[OH2:23]>>[CH3:1][c:2]1[c:3]([N:9]([S:10](=[O:11])(=[O:12])[CH3:13])[CH2:14][CH:15]([CH3:16])[NH2:22])[c:4]([CH3:8])[cH:5][cH:6][cH:7]1. Yields the product CC=1N(C2=CC=C(C=C2C1C)C(N[C@@H](C)C1=CC=CC2=CC=CC=C12)=O)CC1=CC=C(C=C1)C=1C(=CC=CC1)C(=O)O ((S)-4′-((2,3-dimethyl-5-((1-(naphthalen-1-yl)ethyl)carbamoyl)-1H-indol-1-yl)methyl)-[1,1′-biphenyl]-2-carboxylic acid). As a reaction SMILES: [C:1]1([C@@H:11]([NH2:13])[CH3:12])[C:10]2[C:5](=[CH:6][CH:7]=[CH:8][CH:9]=2)[CH:4]=[CH:3][CH:2]=1.C([O:18][C:19]([C:21]1[CH:26]=[CH:25][CH:24]=[CH:23][C:22]=1[C:27]1[CH:32]=[CH:31][C:30]([CH2:33][N:34]2[C:42]3[C:37](=[CH:38][C:39]([C:43](O)=[O:44])=[CH:40][CH:41]=3)[C:36]([CH3:46])=[C:35]2[CH3:47])=[CH:29][CH:28]=1)=[O:20])(C)(C)C>>[CH3:47][C:35]1[N:34]([CH2:33][C:30]2[CH:31]=[CH:32][C:27]([C:22]3[C:21]([C:19]([OH:20])=[O:18])=[CH:26][CH:25]=[CH:24][CH:23]=3)=[CH:28][CH:29]=2)[C:42]2[C:37]([C:36]=1[CH3:46])=[CH:38][C:39]([C:43](=[O:44])[NH:13][C@H:11]([C:1]1[C:10]3[C:5](=[CH:6][CH:7]=[CH:8][CH:9]=3)[CH:4]=[CH:3][CH:2]=1)[CH3:12])=[CH:40][CH:41]=2. Procedure details: The title compound was prepared following the same general protocol as described in Step 8-9, Example 1, using the (S)-1-(naphthalen-1-yl)ethanamine and the 1-((2′-(tert-butoxycarbonyl)-[1,1′-biphenyl]-4-yl)methyl)-2,3-dimethyl-1H-indole-5-carboxylic acid. ESI-MS (m/z): 553 [M+H]+. Reactants: C1(=CC=CC2=CC=CC=C12)[C@H](C)N ((S)-1-(naphthalen-1-yl)ethanamine), C(C)(C)(C)OC(=O)C1=C(C=CC=C1)C1=CC=C(C=C1)CN1C(=C(C2=CC(=CC=C12)C(=O)O)C)C (1-((2′-(tert-butoxycarbonyl)-[1,1′-biphenyl]-4-yl)methyl)-2,3-dimethyl-1H-indole-5-carboxylic acid). The reactants are ClC1=CC(=C(C=C1)NCC(=O)OCC)OC1=CC(=C(C=C1)C(F)(F)F)Cl (Ethyl N-{4-chloro-2-[3-chloro-4-(trifluoromethyl)phenoxy]phenyl}glycinate), CO (methanol), [OH-].[Na+] (NaOH). Solvent: O (water). Conditions: time 4 hour. Product: ClC1=CC(=C(C=C1)NCC(=O)O)OC1=CC(=C(C=C1)C(F)(F)F)Cl (N-{4-Chloro-2-[3-chloro-4-(trifluoromethyl)phenoxy]phenyl}glycine). As a reaction SMILES: [Cl:1][C:2]1[CH:7]=[CH:6][C:5]([NH:8][CH2:9][C:10]([O:12]CC)=[O:11])=[C:4]([O:15][C:16]2[CH:21]=[CH:20][C:19]([C:22]([F:25])([F:24])[F:23])=[C:18]([Cl:26])[CH:17]=2)[CH:3]=1.CO.[OH-].[Na+]>O>[Cl:1][C:2]1[CH:7]=[CH:6][C:5]([NH:8][CH2:9][C:10]([OH:12])=[O:11])=[C:4]([O:15][C:16]2[CH:21]=[CH:20][C:19]([C:22]([F:23])([F:25])[F:24])=[C:18]([Cl:26])[CH:17]=2)[CH:3]=1 |f:2.3|. Procedure: A mixture of the product from step (ii) (0.5 g), methanol (5 ml), water (4 ml) and 2M NaOH (2 ml) were stirred at room temperature for 4 h then partitioned between ethylacetate/2 M HCl. The organics were separated, washed with water, dried and evaporated under reduced pressure. The residue was triturated with diethylether/isohexane and filtered, yield 0.1 g. Starting materials: O (water), BrC1=CC=C(C=C1)NCC1=C(C=CC=C1)C=1C=CC(=NC1)C(=O)NCCC(=O)OC(C)(C)C (tert-butyl 3-(5-(2-(((4-bromophenyl)amino)methyl)phenyl)picolinamido)propanoate), ClC=1C=C(C=CC1Cl)B(O)O ((3,4-dichlorophenyl)boronic acid), C(=O)([O-])[O-].[K+].[K+] (K2CO3). Reagents/catalysts: C1=CC=C(C=C1)P([C-]2C=CC=C2)C3=CC=CC=C3.C1=CC=C(C=C1)P([C-]2C=CC=C2)C3=CC=CC=C3.Cl[Pd]Cl.[Fe+2] (Pd(dppf)Cl2). The solvent is O1CCOCC1 (1,4-dioxane), CCOC(=O)C (EtOAc). Yields the product ClC=1C=C(C=CC1Cl)C1=CC=C(C=C1)NCC1=C(C=CC=C1)C=1C=CC(=NC1)C(=O)NCCC(=O)OC(C)(C)C (tert-butyl 3-(5-(2-(((3′,4′-dichloro-[1,1′-biphenyl]-4-yl)amino)methyl)phenyl)picolinamido)propanoate). As a reaction SMILES: Br[C:2]1[CH:7]=[CH:6][C:5]([NH:8][CH2:9][C:10]2[CH:15]=[CH:14][CH:13]=[CH:12][C:11]=2[C:16]2[CH:17]=[CH:18][C:19]([C:22]([NH:24][CH2:25][CH2:26][C:27]([O:29][C:30]([CH3:33])([CH3:32])[CH3:31])=[O:28])=[O:23])=[N:20][CH:21]=2)=[CH:4][CH:3]=1.[Cl:34][C:35]1[CH:36]=[C:37](B(O)O)[CH:38]=[CH:39][C:40]=1[Cl:41].C([O-])([O-])=O.[K+].[K+].O>O1CCOCC1.CCOC(C)=O.C1C=CC(P(C2C=CC=CC=2)[C-]2C=CC=C2)=CC=1.C1C=CC(P(C2C=CC=CC=2)[C-]2C=CC=C2)=CC=1.Cl[Pd]Cl.[Fe+2]>[Cl:34][C:35]1[CH:36]=[C:37]([C:2]2[CH:3]=[CH:4][C:5]([NH:8][CH2:9][C:10]3[CH:15]=[CH:14][CH:13]=[CH:12][C:11]=3[C:16]3[CH:17]=[CH:18][C:19]([C:22]([NH:24][CH2:25][CH2:26][C:27]([O:29][C:30]([CH3:32])([CH3:31])[CH3:33])=[O:28])=[O:23])=[N:20][CH:21]=3)=[CH:6][CH:7]=2)[CH:38]=[CH:39][C:40]=1[Cl:41] |f:2.3.4,8.9.10.11|. Reported procedure: tert-butyl 3-(5-(2-(((4-bromophenyl)amino)methyl)phenyl)picolinamido)propanoate (80 mg, 0.16 mmol), (3,4-dichlorophenyl)boronic acid (34 mg, 0.18 mmol), Pd(dppf)Cl2 (13 mg, 0.02 mmol), and K2CO3 (43 mg, 0.31 mmol) were dissolved in 1,4-dioxane (1.2 mL) and water (0.3 mL) and heated to 80° C. After 3 h the resulting mixture was cooled to room temperature, diluted with EtOAc washed with water and brine, dried (Na2SO4), dry-packed onto silica gel and purified via column chromatography to yield the ... Reactants: C1CCCCC1, C1CCOC1, [Li]CCCC, CNCCN(C)C, O=Cc1ccc(-c2ccc(C(F)(F)F)cc2)s1, CI. Yields the product Cc1cc(-c2ccc(C(F)(F)F)cc2)sc1C=O. Reaction SMILES: [CH2:13]1[CH2:14][CH2:15][CH2:16][CH2:17][CH2:18]1.[CH2:38]1[O:39][CH2:40][CH2:41][CH2:42]1.[CH2:8]([Li:9])[CH2:10][CH2:11][CH3:12].[CH3:1][NH:2][CH2:3][CH2:4][N:5]([CH3:6])[CH3:7].[F:19][C:20]([c:21]1[cH:22][cH:23][c:24](-[c:27]2[cH:28][cH:29][c:30]([CH:32]=[O:33])[s:31]2)[cH:25][cH:26]1)([F:34])[F:35].[I:36][CH3:37]>>[CH3:1][c:29]1[cH:28][c:27](-[c:24]2[cH:23][cH:22][c:21]([C:20]([F:19])([F:34])[F:35])[cH:26][cH:25]2)[s:31][c:30]1[CH:32]=[O:33]. Reactants: O=C([O-])[O-], CCOC(C)=O, CS(C)=O, Fc1ccc(C(F)(F)F)cc1Cl, [K+], [K+], Oc1ccc(I)cc1. Yields the product FC(F)(F)c1ccc(Oc2ccc(I)cc2)c(Cl)c1. RXN SMILES: [C:21](=[O:22])([O-:23])[O-:24].[CH3:27][CH2:28][O:29][C:30](=[O:31])[CH3:32].[CH3:33][S:34]([CH3:35])=[O:36].[Cl:9][c:10]1[c:11]([F:20])[cH:12][cH:13][c:14]([C:16]([F:17])([F:18])[F:19])[cH:15]1.[K+:25].[K+:26].[OH:1][c:2]1[cH:3][cH:4][c:5]([I:6])[cH:7][cH:8]1>>[O:1]([c:2]1[cH:3][cH:4][c:5]([I:6])[cH:7][cH:8]1)[c:11]1[c:10]([Cl:9])[cH:15][c:14]([C:16]([F:17])([F:18])[F:19])[cH:13][cH:12]1.